This data is from the Open Reaction Database (ORD), a public repository of structured organic reaction records. The task is: describe an organic reaction: reactants, conditions, products, and yield The reactants are [BH4-], CC(=O)c1ccc(CCCBr)cc1, CO, [Na+]. Product: CC(O)c1ccc(CCCBr)cc1. As a reaction SMILES: [BH4-:1].[Br:3][CH2:4][CH2:5][CH2:6][c:7]1[cH:8][cH:9][c:10]([C:13]([CH3:14])=[O:15])[cH:11][cH:12]1.[CH3:16][OH:17].[Na+:2]>>[Br:3][CH2:4][CH2:5][CH2:6][c:7]1[cH:8][cH:9][c:10]([CH:13]([CH3:14])[OH:15])[cH:11][cH:12]1. Starting materials: CO, O=[N+]([O-])c1ccccc1Nc1ccc(CCO)cc1. The product is Nc1ccccc1Nc1ccc(CCO)cc1. Reaction SMILES: [CH3:20][OH:21].[N+:1]([O-:2])(=[O:3])[c:4]1[c:5]([NH:6][c:7]2[cH:8][cH:9][c:10]([CH2:13][CH2:14][OH:15])[cH:11][cH:12]2)[cH:16][cH:17][cH:18][cH:19]1>>[NH2:1][c:4]1[c:5]([NH:6][c:7]2[cH:8][cH:9][c:10]([CH2:13][CH2:14][OH:15])[cH:11][cH:12]2)[cH:16][cH:17][cH:18][cH:19]1. Reactants: ClC1=NC=CC(=N1)C1=C(N=C2N1C=CC=C2)C=2C=C(C(=O)NC1=C(C=CC=C1F)F)C=CC2 (3-[3-(2-chloro-4-pyrimidinyl)imidazo[1,2-a]pyridin-2-yl]-N-(2,6-difluorophenyl)-benzamide), N1(CCCCC1)C1CCN(CC1)C1=CC(=C(N)C=C1)OCC(C)C (4-(1,4′-bipiperidin-1′-yl)-2-[(2-methylpropyl)oxy]aniline), NaCO3. The reagents and catalysts are Cl (HCl). Run in CC(C)O (iPrOH). Run at temperature 170 celsius. Yields the product N1(CCCCC1)C1CCN(CC1)C1=CC(=C(C=C1)NC1=NC=CC(=N1)C1=C(N=C2N1C=CC=C2)C=2C=C(C(=O)NC1=C(C=CC=C1F)F)C=CC2)OCC(C)C (3-{3-[2-({4-(1,4′-bipiperidin-1′-yl)-2-[(2-methylpropyl)oxy]phenyl}amino)-4-pyrimidinyl]imidazo[1,2-a]pyridin-2-yl}-N-(2,6-difluorophenyl)benzamide). The yield is 37.5%. Reaction SMILES: Cl[C:2]1[N:7]=[C:6]([C:8]2[N:12]3[CH:13]=[CH:14][CH:15]=[CH:16][C:11]3=[N:10][C:9]=2[C:17]2[CH:18]=[C:19]([CH:31]=[CH:32][CH:33]=2)[C:20]([NH:22][C:23]2[C:28]([F:29])=[CH:27][CH:26]=[CH:25][C:24]=2[F:30])=[O:21])[CH:5]=[CH:4][N:3]=1.[N:34]1([CH:40]2[CH2:45][CH2:44][N:43]([C:46]3[CH:52]=[CH:51][C:49]([NH2:50])=[C:48]([O:53][CH2:54][CH:55]([CH3:57])[CH3:56])[CH:47]=3)[CH2:42][CH2:41]2)[CH2:39][CH2:38][CH2:37][CH2:36][CH2:35]1>CC(O)C.Cl>[N:34]1([CH:40]2[CH2:45][CH2:44][N:43]([C:46]3[CH:52]=[CH:51][C:49]([NH:50][C:2]4[N:7]=[C:6]([C:8]5[N:12]6[CH:13]=[CH:14][CH:15]=[CH:16][C:11]6=[N:10][C:9]=5[C:17]5[CH:18]=[C:19]([CH:31]=[CH:32][CH:33]=5)[C:20]([NH:22][C:23]5[C:28]([F:29])=[CH:27][CH:26]=[CH:25][C:24]=5[F:30])=[O:21])[CH:5]=[CH:4][N:3]=4)=[C:48]([O:53][CH2:54][CH:55]([CH3:57])[CH3:56])[CH:47]=3)[CH2:42][CH2:41]2)[CH2:39][CH2:38][CH2:37][CH2:36][CH2:35]1. Procedure details: To 3-[3-(2-chloro-4-pyrimidinyl)imidazo[1,2-a]pyridin-2-yl]-N-(2,6-difluorophenyl)-benzamide (Intermediate Example 1) (0.12 g, 0.25 mmol) and 4-(1,4′-bipiperidin-1′-yl)-2-[(2-methylpropyl)oxy]aniline (0.081 g, 0.24 mmol) in anhydrous iPrOH (3 mL) was added HCl (2 drops, 37% weight in H2O). The reaction was heated at 170° C. for 33 min in the microwave. The reaction mixture was poured into half saturated NaCO3, extracted with DCM and EtOAc, dried (MgSO4) and concentrated. Purification by flash ch... Reactants: OC(C(N[C@H](C)C1=CC=CC=C1)=O)[C@H](CCCC)NC(OCC1(CCC1)CSC1=NC=CC=N1)=O ({1-[(2-pyrimidinylsulfanyl)methyl]cyclobutyl}methyl (1S)-1-(1-hydroxy-2-oxo-2-{[(1R)-1-phenylethyl]amino}ethyl)pentylcarbamate), C([O-])(O)=O.[Na+] (sodium bicarbonate), CC(=O)OI1(C=2C=CC=CC2C(=O)O1)(OC(=O)C)OC(=O)C (Dess-Martin periodinane). Run in ClCCl (dichloromethane). Reaction conditions: time 15 minute. Product: O=C(C(=O)[C@H](CCCC)NC(OCC1(CCC1)CSC1=NC=CC=N1)=O)N[C@H](C)C1=CC=CC=C1 ({1-[(2-pyrimidinylsulfanyl)methyl]cyclobutyl}methyl (1S)-1-(oxo{[(1R)-1-phenylethyl]amino}acetyl)pentylcarbamate). The yield is 69.8%. RXN SMILES: [OH:1][CH:2]([C@@H:14]([NH:19][C:20](=[O:35])[O:21][CH2:22][C:23]1([CH2:27][S:28][C:29]2[N:34]=[CH:33][CH:32]=[CH:31][N:30]=2)[CH2:26][CH2:25][CH2:24]1)[CH2:15][CH2:16][CH2:17][CH3:18])[C:3](=[O:13])[NH:4][C@@H:5]([C:7]1[CH:12]=[CH:11][CH:10]=[CH:9][CH:8]=1)[CH3:6].C(=O)(O)[O-].[Na+].CC(OI1(OC(C)=O)(OC(C)=O)OC(=O)C2C=CC=CC1=2)=O>ClCCl>[O:13]=[C:3]([NH:4][C@@H:5]([C:7]1[CH:12]=[CH:11][CH:10]=[CH:9][CH:8]=1)[CH3:6])[C:2]([C@@H:14]([NH:19][C:20](=[O:35])[O:21][CH2:22][C:23]1([CH2:27][S:28][C:29]2[N:34]=[CH:33][CH:32]=[CH:31][N:30]=2)[CH2:24][CH2:25][CH2:26]1)[CH2:15][CH2:16][CH2:17][CH3:18])=[O:1] |f:1.2|. Reported procedure: To a solution of 0.135 g (0.27 mmol) of {1-[(2-pyrimidinylsulfanyl)methyl]cyclobutyl}methyl (1S)-1-(1-hydroxy-2-oxo-2-{[(1R)-1-phenylethyl]amino}ethyl)pentylcarbamate in 2.0 mL of dichloromethane was added 0.031 g (0.375 mmol) of sodium bicarbonate followed by the addition of 0.137 g (0.32 mmol) of Dess-Martin periodinane. The reaction was stirred for 15 min and poured directly onto a silica gel column eluting with ethyl acetate:hexane (3:7) as the eluent to afford 0.094 g (70%) of {1-[(2-pyrimi... Reactants: O=C1CCC(=O)N1Br, CC(C)c1cc(-c2ccc(F)cc2)n(-c2ncccn2)n1, CN(C)C=O, O. Product: CC(C)c1nn(-c2ncccn2)c(-c2ccc(F)cc2)c1Br. Reaction SMILES: [Br:1][N:2]1[C:3](=[O:4])[CH2:5][CH2:6][C:7]1=[O:8].[F:9][c:10]1[cH:11][cH:12][c:13](-[c:16]2[cH:17][c:18]([CH:27]([CH3:28])[CH3:29])[n:19][n:20]2-[c:21]2[n:22][cH:23][cH:24][cH:25][n:26]2)[cH:14][cH:15]1.[O:31]=[CH:32][N:33]([CH3:34])[CH3:35].[OH2:30]>>[Br:1][c:17]1[c:16](-[c:13]2[cH:12][cH:11][c:10]([F:9])[cH:15][cH:14]2)[n:20](-[c:21]2[n:22][cH:23][cH:24][cH:25][n:26]2)[n:19][c:18]1[CH:27]([CH3:28])[CH3:29].